From a dataset of the Open Reaction Database (ORD), a public repository of structured organic reaction records. describe an organic reaction: reactants, conditions, products, and yield Starting materials: CCOC(=O)CBr, CCOC(=O)C(C)CNCc1ccccc1, CCO, [Na+], [OH-]. The product is CCOC(=O)CN(Cc1ccccc1)CC(C)C(=O)OCC. As a reaction SMILES: [Br:1][CH2:2][C:3](=[O:4])[O:5][CH2:6][CH3:7].[CH2:8]([CH3:9])[O:10][C:11](=[O:12])[CH:13]([CH2:14][NH:15][CH2:16][c:17]1[cH:18][cH:19][cH:20][cH:21][cH:22]1)[CH3:23].[CH3:26][CH2:27][OH:28].[Na+:25].[OH-:24]>>[CH2:2]([C:3](=[O:4])[O:5][CH2:6][CH3:7])[N:15]([CH2:14][CH:13]([C:11]([O:10][CH2:8][CH3:9])=[O:12])[CH3:23])[CH2:16][c:17]1[cH:18][cH:19][cH:20][cH:21][cH:22]1.